Dataset: the Open Reaction Database (ORD), a public repository of structured organic reaction records. Task: describe an organic reaction: reactants, conditions, products, and yield Reactants: C(C)C(CC)C=1C=2N(N=C(C1)C)C(=C(N2)C)I (8-(1-ethyl-propyl)-3-iodo-2,6-dimethyl-imidazo[1,2-b]pyridazine), Teflon, BrC1=CSC=2C1=NC=CC2 (3-Bromo-thieno[3,2-b]pyridine), [Li]CCCC (n-BuLi), CCCCCC (hexane). Reagents/catalysts: C1=CC=C(C=C1)P([C-]2C=CC=C2)C3=CC=CC=C3.C1=CC=C(C=C1)P([C-]2C=CC=C2)C3=CC=CC=C3.Cl[Pd]Cl.[Fe+2] (PdCl2(dppf)), [Cl-].[Cl-].[Zn+2] (ZnCl2). The solvent is C1CCOC1 (THF), C(Cl)Cl (CH2Cl2), O (Water), C1CCOC1 (THF). Conditions: temperature -78 celsius, time 15 minute. Product: BrC1=C(SC=2C1=NC=CC2)C2=C(N=C1N2N=C(C=C1C(CC)CC)C)C (3-(3-Bromo-thieno[3,2-b]pyridin-2-yl)-8-(1-ethyl-propyl)-2,6-dimethyl-imidazo[1,2-b]pyridazine). Isolated yield 22.1%. RXN SMILES: [Br:1][C:2]1[C:6]2=[N:7][CH:8]=[CH:9][CH:10]=[C:5]2[S:4][CH:3]=1.[Li]CCCC.CCCCCC.[CH2:22]([CH:24]([C:27]1[C:28]2[N:29]([C:34](I)=[C:35]([CH3:37])[N:36]=2)[N:30]=[C:31]([CH3:33])[CH:32]=1)[CH2:25][CH3:26])[CH3:23]>C1COCC1.[Cl-].[Cl-].[Zn+2].C1C=CC(P(C2C=CC=CC=2)[C-]2C=CC=C2)=CC=1.C1C=CC(P(C2C=CC=CC=2)[C-]2C=CC=C2)=CC=1.Cl[Pd]Cl.[Fe+2].C(Cl)Cl.O>[Br:1][C:2]1[C:6]2=[N:7][CH:8]=[CH:9][CH:10]=[C:5]2[S:4][C:3]=1[C:34]1[N:29]2[N:30]=[C:31]([CH3:33])[CH:32]=[C:27]([CH:24]([CH2:22][CH3:23])[CH2:25][CH3:26])[C:28]2=[N:36][C:35]=1[CH3:37] |f:5.6.7,8.9.10.11|. Procedure: 428 mg of 3-Bromo-thieno[3,2-b]pyridine (2.0 mmol) is dissolved in 2.0 ml of dry THF and cooled to −78° C. and 0.88 ml of n-BuLi 2.5M in hexane (2.2 mmol) is added slowly and the mixture is stirred at −78° C. for 15 min. 4.4 ml of ZnCl2 0.5M in THF (2.2 mmol) is added and stirred at room temperature for 20 min. 617 mg of 8-(1-ethyl-propyl)-3-iodo-2,6-dimethyl-imidazo[1,2-b]pyridazine (1.8 mmol) and 66 mg of PdCl2(dppf) (0.08 mmol) are added. The reaction vial is capped with a Teflon cap and heat... The reactants are BrC1=NC=CC=C1OC (2-bromo-3-methoxypyridine), NC1=C(C=C(C=C1Cl)C(O)CN(CCCCCCOCC#C)CC1=CC=CC=C1)Cl (4-amino-3,5-dichloro-α-[[(phenylmethyl)[6-[(2-propynyl)oxy]hexyl]amino]methyl]benzenemethanol). The reagents and catalysts are [Cu]I (copper (I) iodide). The solvent is C(C)NCC (diethylamine), C1CCOC1 (THF). The product is NC1=C(C=C(C=C1Cl)C(O)CN(CC1=CC=CC=C1)CCCCCCOCC#CC1=NC=CC=C1OC)Cl (4-Amino-3,5-dichloro-α-[[[6-[[3-(3-methoxy-2-pyridinyl)-2-propynyl]oxy]hexyl](phenylmethyl)amino]methyl]benzenemethanol). The yield is 77.7%. Reaction SMILES: Br[C:2]1[C:7]([O:8][CH3:9])=[CH:6][CH:5]=[CH:4][N:3]=1.[NH2:10][C:11]1[C:16]([Cl:17])=[CH:15][C:14]([CH:18]([CH2:20][N:21]([CH2:32][C:33]2[CH:38]=[CH:37][CH:36]=[CH:35][CH:34]=2)[CH2:22][CH2:23][CH2:24][CH2:25][CH2:26][CH2:27][O:28][CH2:29][C:30]#[CH:31])[OH:19])=[CH:13][C:12]=1[Cl:39]>C(NCC)C.C1COCC1.[Cu]I>[NH2:10][C:11]1[C:12]([Cl:39])=[CH:13][C:14]([CH:18]([CH2:20][N:21]([CH2:22][CH2:23][CH2:24][CH2:25][CH2:26][CH2:27][O:28][CH2:29][C:30]#[C:31][C:2]2[C:7]([O:8][CH3:9])=[CH:6][CH:5]=[CH:4][N:3]=2)[CH2:32][C:33]2[CH:34]=[CH:35][CH:36]=[CH:37][CH:38]=2)[OH:19])=[CH:15][C:16]=1[Cl:17]. Procedure: A solution of 2-bromo-3-methoxypyridine (2 g), 4-amino-3,5-dichloro-α-[[(phenylmethyl)[6-[(2-propynyl)oxy]hexyl]amino]methyl]benzenemethanol (5.74 g), BTPC (150 mg), copper (I) iodide (15 mg) in diethylamine (20 ml) and THF (10 ml) was stirred under nitrogen overnight. The solution was concentrated in vacuo to give a brown oil which was purified by FCC eluting with System C (95:5:1) to give the title compound as a brown oil (4.6 g), t.l.c. (System A 80:20:1) Rf 0.6.